Task: describe an organic reaction: reactants, conditions, products, and yield. Dataset: the Open Reaction Database (ORD), a public repository of structured organic reaction records Starting materials: O=C([O-])[O-], COCCOC, COc1ccc2c(OCCn3nc(Cl)ccc3=O)ccnc2c1, [Na+], [Na+], O, O, OB(O)c1cc2ccccc2s1. Product: COc1ccc2c(OCCn3nc(-c4cc5ccccc5s4)ccc3=O)ccnc2c1. Reaction SMILES: [C:2](=[O:3])([O-:4])[O-:5].[CH3:43][O:44][CH2:45][CH2:46][O:47][CH3:48].[Cl:8][c:9]1[cH:10][cH:11][c:12](=[O:30])[n:13]([CH2:15][CH2:16][O:17][c:18]2[cH:19][cH:20][n:21][c:22]3[cH:23][c:24]([O:28][CH3:29])[cH:25][cH:26][c:27]23)[n:14]1.[Na+:6].[Na+:7].[OH2:1].[OH2:49].[s:31]1[c:32]2[c:33]([cH:34][c:35]1[B:36]([OH:37])[OH:38])[cH:39][cH:40][cH:41][cH:42]2>>[c:9]1(-[c:35]2[s:31][c:32]3[c:33]([cH:34]2)[cH:39][cH:40][cH:41][cH:42]3)[cH:10][cH:11][c:12](=[O:30])[n:13]([CH2:15][CH2:16][O:17][c:18]2[cH:19][cH:20][n:21][c:22]3[cH:23][c:24]([O:28][CH3:29])[cH:25][cH:26][c:27]23)[n:14]1.